From a dataset of the Open Reaction Database (ORD), a public repository of structured organic reaction records. describe an organic reaction: reactants, conditions, products, and yield Starting materials: C(C1=CC=CC=C1)N1CC2OC2C1 (3-benzyl-6-oxa-3-azabicyclo[3.1.0]hexane), NCCO (2-aminoethanol). The solvent is O (water). The product is C(C1=CC=CC=C1)N1C[C@H]([C@@H](C1)O)NCCO (trans-1-Benzyl-4-hydroxy-3-(2-hydroxyethylamino)pyrrolidine). As a reaction SMILES: [CH2:1]([N:8]1[CH2:13][CH:12]2[CH:10]([O:11]2)[CH2:9]1)[C:2]1[CH:7]=[CH:6][CH:5]=[CH:4][CH:3]=1.[NH2:14][CH2:15][CH2:16][OH:17]>O>[CH2:1]([N:8]1[CH2:9][C@@H:10]([OH:11])[C@H:12]([NH:14][CH2:15][CH2:16][OH:17])[CH2:13]1)[C:2]1[CH:3]=[CH:4][CH:5]=[CH:6][CH:7]=1. Procedure details: 40 g (0.22 mol) of 3-benzyl-6-oxa-3-azabicyclo[3.1.0]hexane are heated under reflux with 42 g (0.68 mol) of 2-aminoethanol in 450 ml of water overnight. The solution is extracted once with tert.-butyl methyl ether and the aqueous phase is concentrated. The residue is distilled.